This data is from the Open Reaction Database (ORD), a public repository of structured organic reaction records. The task is: describe an organic reaction: reactants, conditions, products, and yield The reactants are Cl (Hydrogen chloride), COCC=1C=C(C#N)C=C(C1)COC (3,5-bis-methoxymethyl-benzonitrile), C(C)O (ethanol), Cl (hydrogen chloride). Run at time 5.5 hour. The product is Cl.COCC=1C=C(C(OCC)=N)C=C(C1)COC (ethyl 3,5-bis-methoxymethyl-benzimidate hydrochloride). Isolated yield 46.0%. RXN SMILES: [ClH:1].[CH3:2][O:3][CH2:4][C:5]1[CH:6]=[C:7]([CH:10]=[C:11]([CH2:13][O:14][CH3:15])[CH:12]=1)[C:8]#[N:9].[CH2:16]([OH:18])[CH3:17]>>[ClH:1].[CH3:2][O:3][CH2:4][C:5]1[CH:6]=[C:7]([CH:10]=[C:11]([CH2:13][O:14][CH3:15])[CH:12]=1)[C:8](=[NH:9])[O:18][CH2:16][CH3:17] |f:3.4|. Reported procedure: Hydrogen chloride gas was passed through a solution of 3,5-bis-methoxymethyl-benzonitrile (1 g, 5.2 mmol) in anhydrous ethanol (150 mL) at room temperature. After 5.5 h, hydrogen chloride gas was stopped. The solvent was evaporated in vacuo and the residue was triturated in diethyl ether to afford ethyl 3,5-bis-methoxymethyl-benzimidate hydrochloride (658 mg, 46%). It was used without further purification. Reactants: ClC=1N=C(C2=C(N1)C=C(S2)CN2CCN(CC2)S(=O)(=O)C)N2CCOCC2 (2-Chloro-6-((4-methanesulfonylpiperazin-1-yl)methyl)-4-morpholinothieno[3,2-d]pyrimidine), COC1=NC=C(C=C1)B(O)O (2-methoxypyridine-5-boronic acid), B(O)O (boronic acid), Br (HBr). Run in C(C)(=O)O (acetic acid). Conditions: temperature 125 celsius. Product: O1CCN(CC1)C=1C2=C(N=C(N1)C=1C=CC(=NC1)O)C=C(S2)CN2CCN(CC2)S(=O)(=O)C (5-(4-morpholino-6-((4-N-methylsulfonylpiperazin-1-yl)methyl)thieno[3,2-d]pyrimidin-2-yl)pyridin-2-ol). As a reaction SMILES: Cl[C:2]1[N:3]=[C:4]([N:22]2[CH2:27][CH2:26][O:25][CH2:24][CH2:23]2)[C:5]2[S:10][C:9]([CH2:11][N:12]3[CH2:17][CH2:16][N:15]([S:18]([CH3:21])(=[O:20])=[O:19])[CH2:14][CH2:13]3)=[CH:8][C:6]=2[N:7]=1.C[O:29][C:30]1[CH:35]=[CH:34][C:33](B(O)O)=[CH:32][N:31]=1.B(O)O.Br>C(O)(=O)C>[O:25]1[CH2:26][CH2:27][N:22]([C:4]2[C:5]3[S:10][C:9]([CH2:11][N:12]4[CH2:17][CH2:16][N:15]([S:18]([CH3:21])(=[O:20])=[O:19])[CH2:14][CH2:13]4)=[CH:8][C:6]=3[N:7]=[C:2]([C:33]3[CH:34]=[CH:35][C:30]([OH:29])=[N:31][CH:32]=3)[N:3]=2)[CH2:23][CH2:24]1. Procedure details: 2-Chloro-6-((4-methanesulfonylpiperazin-1-yl)methyl)-4-morpholinothieno[3,2-d]pyrimidine, prepared via General Procedure B-3, (100 mg) was used in General Procedure A using 2-methoxypyridine-5-boronic acid as the boronic acid. The resulting crude (60 mg) was treated with 1 mL of 48% HBr in acetic acid and heated to 125° C. for 6 min in the microwave. The 2-hydroxy pyridine was extracted into ethylacetate and washed with water. After evaporation of the organic layer the crude was purified by reve... Starting materials: C(C)N1N=CC2=C1N=CC=1C(NC=3N(C12)N=C(C3)C)=O (8-ethyl-2-methyl-4H-pyrazolo[1,5-a]pyrazolo-[4',3':5,6]pyrido[3,4-e]pyrimidin-5(8H)-one), P(=O)(Cl)(Cl)Cl (phosphorus oxychloride). Yields the product ClC1=NC=2N(C3=C1C=NC1=C3C=NN1CC)N=C(C2)C (5-Chloro-8-ethyl-2-methyl-8H-pyrazolo[1,5-a]pyrazolo-[4',3':5,6]pyrido[3,4-e]pyrimidine). As a reaction SMILES: [CH2:1]([N:3]1[C:7]2[N:8]=[CH:9][C:10]3[C:11](=O)[NH:12][C:13]4[N:14]([N:16]=[C:17]([CH3:19])[CH:18]=4)[C:15]=3[C:6]=2[CH:5]=[N:4]1)[CH3:2].P(Cl)(Cl)([Cl:23])=O>>[Cl:23][C:11]1[C:10]2[CH:9]=[N:8][C:7]3[N:3]([CH2:1][CH3:2])[N:4]=[CH:5][C:6]=3[C:15]=2[N:14]2[N:16]=[C:17]([CH3:19])[CH:18]=[C:13]2[N:12]=1. Reported procedure: 161 g of 8-ethyl-2-methyl-4H-pyrazolo[1,5-a]pyrazolo-[4',3':5,6]pyrido[3,4-e]pyrimidin-5(8H)-one (0.06 mol) are heated with stirring in 1 liter of phosphorus oxychloride at 80° for 48 hours. The mixture is decomposed by pouring onto crushed ice. The 5-chloro-8-ethyl-2-methyl-8H-pyrazolo[1,5-a]pyrazolo[4',3':5,6]pyrido[3,4-e]pyrimidine is filtered off and recrystallized from butyl alcohol, yield 148 g (86%); m.p. 179°-180°.